This data is from the Open Reaction Database (ORD), a public repository of structured organic reaction records. The task is: describe an organic reaction: reactants, conditions, products, and yield Reactants: C(C)NC(=O)NC=1SC2=C(N1)C=CC=C2SC2=CC=CC=C2 (N-ethyl-N′-[7-(phenylsulfanyl)-1,3-benzothiazol-2-yl]urea), C1=CC(=CC(=C1)Cl)C(=O)OO (MCPBA). Solvent: C(Cl)Cl (CH2Cl2). Conditions: temperature 20 celsius, time 1.5 hour. The product is C(C)NC(=O)NC=1SC2=C(N1)C=CC=C2S(=O)C2=CC=CC=C2 (N-Ethyl-N′-[7-(phenylsulfinyl)-1,3-benzothiazol-2-yl]urea). Isolated yield 38.6%. Reaction SMILES: [CH2:1]([NH:3][C:4]([NH:6][C:7]1[S:8][C:9]2[C:15]([S:16][C:17]3[CH:22]=[CH:21][CH:20]=[CH:19][CH:18]=3)=[CH:14][CH:13]=[CH:12][C:10]=2[N:11]=1)=[O:5])[CH3:2].C1C=C(Cl)C=C(C(OO)=[O:31])C=1>C(Cl)Cl>[CH2:1]([NH:3][C:4]([NH:6][C:7]1[S:8][C:9]2[C:15]([S:16]([C:17]3[CH:22]=[CH:21][CH:20]=[CH:19][CH:18]=3)=[O:31])=[CH:14][CH:13]=[CH:12][C:10]=2[N:11]=1)=[O:5])[CH3:2]. Reported procedure: To a suspension of N-ethyl-N′-[7-(phenylsulfanyl)-1,3-benzothiazol-2-yl]urea (107 mg, 0.32 mmol) in CH2Cl2 (5 mL) was added MCPBA (60 mg, 0.24 mmol, 70%). The reaction mixture was stirred at about 20° C. for about 1.5 hrs. The reaction mixture was then concentrated in vacuo. The crude reaction mixture was purified by flash chromatography on SiO2 (EtOAc/CH2Cl2 10/90). 32 mg (29%) of pure product was isolated. LC/MS 346 (MH+); RP-HPLC RT 12.96 min. Reactants: C(=O)(C(=O)OCC)NNC1=CC=C(C=C1)N (1-ethoxalyl-2-(4-aminophenyl)hydrazine), CN=C=S (methyl isothiocyanate). Solvent: C(C)O (ethanol). Product: C(=O)(C(=O)OCC)NNC1=CC=C(C=C1)NC(=S)NC (1-ethoxalyl-2-[4-(3-methylthioureido)phenyl]hydrazine). The yield is 72.8%. As a reaction SMILES: [C:1]([NH:8][NH:9][C:10]1[CH:15]=[CH:14][C:13]([NH2:16])=[CH:12][CH:11]=1)([C:3]([O:5][CH2:6][CH3:7])=[O:4])=[O:2].[CH3:17][N:18]=[C:19]=[S:20]>C(O)C>[C:1]([NH:8][NH:9][C:10]1[CH:11]=[CH:12][C:13]([NH:16][C:19]([NH:18][CH3:17])=[S:20])=[CH:14][CH:15]=1)([C:3]([O:5][CH2:6][CH3:7])=[O:4])=[O:2]. Procedure details: 8.9 g of 1-ethoxalyl-2-(4-aminophenyl)hydrazine and 3.0 g of methyl isothiocyanate were added to 75 ml of ethanol, followed by refluxing for 3.5 hours under heating. The refluxed product was left to stand for cooling and the precipitated crystal was collected by filtration, washed with ethanol and then dried to obtain 8.6 g of 1-ethoxalyl-2-[4-(3-methylthioureido)phenyl]hydrazine (intermediate A) having a melting point of 168°-169° C. Starting materials: ClCCCl (1,2-dichloroethane), [N+](=O)([O-])C=1C=C(C=CC1)C#CC(=O)OC1=CC(=C(C(=C1)C)Br)C (4-Bromo-3,5-dimethylphenyl 3-(3-nitrophenyl)propiolate), C(=O)(C(F)(F)F)O (TFA). The reagents and catalysts are CC(=O)[O-].CC(=O)[O-].[Pd+2] (Pd(OAc)2). The solvent is C(Cl)Cl (CH2Cl2). Conditions: time 4.5 hour. Product: BrC=1C(=C2C(=CC(OC2=CC1C)=O)C1=CC(=CC=C1)[N+](=O)[O-])C (6-Bromo-5,7-dimethyl-4-(3-nitrophenyl)-2H-chromen-2-one). Isolated yield 97.2%. RXN SMILES: [N+:1]([C:4]1[CH:5]=[C:6]([C:10]#[C:11][C:12]([O:14][C:15]2[CH:20]=[C:19]([CH3:21])[C:18]([Br:22])=[C:17]([CH3:23])[CH:16]=2)=[O:13])[CH:7]=[CH:8][CH:9]=1)([O-:3])=[O:2].C(O)(C(F)(F)F)=O.ClCCCl>C(Cl)Cl.CC([O-])=O.CC([O-])=O.[Pd+2]>[Br:22][C:18]1[C:19]([CH3:21])=[C:20]2[C:15](=[CH:16][C:17]=1[CH3:23])[O:14][C:12](=[O:13])[CH:11]=[C:10]2[C:6]1[CH:7]=[CH:8][CH:9]=[C:4]([N+:1]([O-:3])=[O:2])[CH:5]=1 |f:4.5.6|. Procedure: To a stirred solution of 4-bromo-3,5-dimethylphenyl 3-(3-nitrophenyl)propiolate (6-2) (15.96 g, 42.65 mmol) in CH2Cl2 (100 mL) was added TFA (10 mL) and Pd(OAc)2 (480 mg, 2.14 mmol) at 0° C. The mixture was warmed to room temperature and stirred for 4.5 h. To the mixture was added 1,2-dichloroethane and concentrated. Then toluene was added and concentrated. To the concentrate added toluene, dichloromethane and hexane, and the precipitated solid was collected by filtration. The solid was washed w... The reactants are C1CCOC1, CN, Clc1cc(Cl)ncn1. Product: CNc1cc(Cl)ncn1. RXN SMILES: [CH2:11]1[O:12][CH2:13][CH2:14][CH2:15]1.[CH3:9][NH2:10].[Cl:1][c:2]1[n:3][cH:4][n:5][c:6]([Cl:8])[cH:7]1>>[c:2]1([NH:10][CH3:9])[n:3][cH:4][n:5][c:6]([Cl:8])[cH:7]1. Reactants: CCNCC1CCNC1, CC#N, CC1(n2cc(C(=O)O)c(=O)c3cc(F)c(F)c(F)c32)CC1. The product is CCNCC1CCN(c2c(F)cc3c(=O)c(C(=O)O)cn(C4(C)CC4)c3c2F)C1. As a reaction SMILES: [CH2:22]([CH3:23])[NH:24][CH2:25][CH:26]1[CH2:27][NH:28][CH2:29][CH2:30]1.[CH3:31][C:32]#[N:33].[F:1][c:2]1[cH:3][c:4]2[c:5](=[O:21])[c:6]([C:18](=[O:19])[OH:20])[cH:7][n:8]([C:14]3([CH3:17])[CH2:15][CH2:16]3)[c:9]2[c:10]([F:13])[c:11]1[F:12]>>[F:1][c:2]1[cH:3][c:4]2[c:5](=[O:21])[c:6]([C:18](=[O:19])[OH:20])[cH:7][n:8]([C:14]3([CH3:17])[CH2:15][CH2:16]3)[c:9]2[c:10]([F:13])[c:11]1[N:28]1[CH2:27][CH:26]([CH2:25][NH:24][CH2:22][CH3:23])[CH2:30][CH2:29]1. The reactants are Example 7(e), N[C@@H](CO)C(=O)N[C@@H](CC1=CC=C(C=C1)O)C(=O)N[C@H](C)C(=O)N[C@@H](CSC(C)(C)C)C(=O)N[C@@H](CCCNC(N)=N)C(=O)N1[C@H](C(=O)NCC)CCC1.CC(=O)CC(=O)O (H-Ser-Tyr-D-Ala-Cys(But)-Arg-Pro-NH-C2H5 diacetate), N[C@@H](CCC(O)=O)C(=O)N[C@@H](CC1=CNC=N1)C(=O)N[C@@H](CC1=CNC2=CC=CC=C12)C(=O)NN (Glu-His-Trp-NH-NH2). The product is N[C@@H](CCC(O)=O)C(=O)N[C@@H](CC1=CNC=N1)C(=O)N[C@@H](CC1=CNC2=CC=CC=C12)C(=O)N[C@@H](CO)C(=O)N[C@@H](CC1=CC=C(C=C1)O)C(=O)N[C@H](C)C(=O)N[C@@H](CSC(C)(C)C)C(=O)N[C@@H](CCCNC(N)=N)C(=O)N1[C@H](C(=O)NCC)CCC1.CC(=O)CC(=O)O (Glu-His-Trp-Ser-Tyr-D-Ala-Cys(But)-Arg-Pro-NH-C2H5 diacetate). As a reaction SMILES: [NH2:1][C@H:2]([C:5]([NH:7][C@H:8]([C:17]([NH:19][C@@H:20]([C:22]([NH:24][C@H:25]([C:32]([NH:34][C@H:35]([C:43]([N:45]1[CH2:54][CH2:53][CH2:52][C@H:46]1[C:47]([NH:49][CH2:50][CH3:51])=[O:48])=[O:44])[CH2:36][CH2:37][CH2:38][NH:39][C:40](=[NH:42])[NH2:41])=[O:33])[CH2:26][S:27][C:28]([CH3:31])([CH3:30])[CH3:29])=[O:23])[CH3:21])=[O:18])[CH2:9][C:10]1[CH:15]=[CH:14][C:13]([OH:16])=[CH:12][CH:11]=1)=[O:6])[CH2:3][OH:4].[CH3:55][C:56]([CH2:58][C:59]([OH:61])=[O:60])=[O:57].[NH2:62][C@H:63]([C:69]([NH:71][C@H:72]([C:79]([NH:81][C@H:82]([C:93](NN)=[O:94])[CH2:83][C:84]1[C:92]2[C:87](=[CH:88][CH:89]=[CH:90][CH:91]=2)[NH:86][CH:85]=1)=[O:80])[CH2:73][C:74]1[N:78]=[CH:77][NH:76][CH:75]=1)=[O:70])[CH2:64][CH2:65][C:66](=[O:68])[OH:67]>>[NH2:62][C@H:63]([C:69]([NH:71][C@H:72]([C:79]([NH:81][C@H:82]([C:93]([NH:1][C@H:2]([C:5]([NH:7][C@H:8]([C:17]([NH:19][C@@H:20]([C:22]([NH:24][C@H:25]([C:32]([NH:34][C@H:35]([C:43]([N:45]1[CH2:54][CH2:53][CH2:52][C@H:46]1[C:47]([NH:49][CH2:50][CH3:51])=[O:48])=[O:44])[CH2:36][CH2:37][CH2:38][NH:39][C:40](=[NH:41])[NH2:42])=[O:33])[CH2:26][S:27][C:28]([CH3:30])([CH3:31])[CH3:29])=[O:23])[CH3:21])=[O:18])[CH2:9][C:10]1[CH:11]=[CH:12][C:13]([OH:16])=[CH:14][CH:15]=1)=[O:6])[CH2:3][OH:4])=[O:94])[CH2:83][C:84]1[C:92]2[C:87](=[CH:88][CH:89]=[CH:90][CH:91]=2)[NH:86][CH:85]=1)=[O:80])[CH2:73][C:74]1[N:78]=[CH:77][NH:76][CH:75]=1)=[O:70])[CH2:64][CH2:65][C:66](=[O:67])[OH:68].[CH3:55][C:56]([CH2:58][C:59]([OH:61])=[O:60])=[O:57] |f:0.1,3.4|. Procedure: In analogy to Example 7(e) 448.5 mg (0.5 mol) of H-Ser-Tyr-D-Ala-Cys(But)-Arg-Pro-NH-C2H5 -diacetate were reacted with Glu-His-Trp-NH-NH2, worked up and purified over Dowex 1 × 2 (acetate form) and carboxymethyl cellulose. Since the substance was not completely pure, it was purified in analogy to Example 1(a) on Sephadex LH 20. The reactants are OC1=C(C2=C(C(C(=CO2)C2=CC=C(C=C2)Cl)=O)C=C1)C (7-hydroxy-8-methyl-3-(4-chlorophenyl)-4H-1-benzopyran-4-one), S(O)(O)(=O)=O (sulphuric acid), O1CCCC1 (Tetrahydrofuran), C(C)(=O)O (acetic acid). Solvent: O1CCOCC1.C(C)O (dioxan ethanol). Yields the product OC1=C(C2=C(CC(CO2)C2=CC=C(C=C2)Cl)C=C1)C (3,4-dihydro-7-hydroxy-8-methyl-3-(4-chlorophenyl)-2H-1-benzopyran). RXN SMILES: [OH:1][C:2]1[CH:19]=[CH:18][C:5]2[C:6](=O)[C:7]([C:10]3[CH:15]=[CH:14][C:13]([Cl:16])=[CH:12][CH:11]=3)=[CH:8][O:9][C:4]=2[C:3]=1[CH3:20].O1CCCC1.C(O)(=O)C.S(=O)(=O)(O)O>O1CCOCC1.C(O)C>[OH:1][C:2]1[CH:19]=[CH:18][C:5]2[CH2:6][CH:7]([C:10]3[CH:15]=[CH:14][C:13]([Cl:16])=[CH:12][CH:11]=3)[CH2:8][O:9][C:4]=2[C:3]=1[CH3:20] |f:4.5|. Reported procedure: As example 39, but using 7-hydroxy-8-methyl-3-(4-chlorophenyl)-4H-1-benzopyran-4-one (1.2 g) instead of 6,7-dihydroxy-3(3-methylphenyl)-4H-1-benzopyran-4-one. Tetrahydrofuran and acetic acid are used instead of dioxan/ethanol and sulphuric acid. The resulting oil is finally purified by elution on a silica gel column (CHCl3) to yield 3,4-dihydro-7-hydroxy-8-methyl-3-(4-chlorophenyl)-2H-1-benzopyran, m.p. 98°-100°. Reactants: CCOC(=C1C(=O)Nc2ccc([N+](=O)[O-])cc21)c1ccccc1, CCOC(=O)CCNCc1cccc(N)c1, CN(C)C=O. Yields the product CCOC(=O)CCNCc1cccc(NC(=C2C(=O)Nc3ccc([N+](=O)[O-])cc32)c2ccccc2)c1. Reaction SMILES: [CH2:1]([O:2][C:4]([c:5]1[cH:6][cH:7][cH:8][cH:9][cH:10]1)=[C:11]1[C:12](=[O:23])[NH:13][c:14]2[cH:15][cH:16][c:17]([N+:20](=[O:21])[O-:22])[cH:18][c:19]21)[CH3:3].[CH2:24]([CH3:25])[O:26][C:27](=[O:28])[CH2:29][CH2:30][NH:31][CH2:32][c:33]1[cH:34][c:35]([NH2:36])[cH:37][cH:38][cH:39]1.[O:40]=[CH:41][N:42]([CH3:43])[CH3:44]>>[C:4]([c:5]1[cH:6][cH:7][cH:8][cH:9][cH:10]1)(=[C:11]1[C:12](=[O:23])[NH:13][c:14]2[cH:15][cH:16][c:17]([N+:20](=[O:21])[O-:22])[cH:18][c:19]21)[NH:36][c:35]1[cH:34][c:33]([CH2:32][NH:31][CH2:30][CH2:29][C:27]([O:26][CH2:24][CH3:25])=[O:28])[cH:39][cH:38][cH:37]1. Starting materials: OC=1C(=NC=C(C(=O)O)C1)[N+](=O)[O-] (5-hydroxy-6-nitronicotinic acid), C(C)C1=C(CCl)C(=CC=C1)C (2-ethyl-6-methylbenzylchloride), C(C)(C)NC(C)C (N,N-diisopropylamine). Reagents/catalysts: [I-].C(CCC)[N+](CCCC)(CCCC)CCCC (tetrabutylammonium iodide). The solvent is C(C)#N (acetonitrile). The product is C(C)C1=C(COC=2C(=NC=C(C(=O)OCC3=C(C=CC=C3C)CC)C2)[N+](=O)[O-])C(=CC=C1)C (2-ethyl-6-methylbenzyl 5-(2-ethyl-6-methylbenzyloxy)-6-nitronicotinate). Isolated yield 31.2%. Reaction SMILES: [OH:1][C:2]1[C:3]([N+:11]([O-:13])=[O:12])=[N:4][CH:5]=[C:6]([CH:10]=1)[C:7]([OH:9])=[O:8].[CH2:14]([C:16]1[CH:23]=[CH:22][CH:21]=[C:20]([CH3:24])[C:17]=1[CH2:18]Cl)[CH3:15].C(N[CH:29]([CH3:31])[CH3:30])(C)C>[I-].C([N+](CCCC)(CCCC)CCCC)CCC.C(#N)C>[CH2:14]([C:16]1[CH:23]=[CH:22][CH:21]=[C:20]([CH3:24])[C:17]=1[CH2:18][O:1][C:2]1[C:3]([N+:11]([O-:13])=[O:12])=[N:4][CH:5]=[C:6]([CH:10]=1)[C:7]([O:9][CH2:21][C:20]1[C:17]([CH3:18])=[CH:16][CH:14]=[CH:15][C:31]=1[CH2:29][CH3:30])=[O:8])[CH3:15] |f:3.4|. Procedure details: 5-hydroxy-6-nitronicotinic acid (1 g, 5 mmol), 2-ethyl-6-methylbenzylchloride (1.85 g, 11 mmol), N,N-diisopropylamine (1.75 g, 14 mmol) and tetrabutylammonium iodide (0.1 g) was added to acetonitrile (10 ml) and was refluxed for 3 h. The solvent was evaporated under reduced pressure and the residue was solved in methylene chloride and washed with water. The organic layer was separated , dried and evaporated under reduced pressure. Purification of the residue by column chromatograhy on silica gel... The reactants are CC1=C(N=C(O1)C1=CC=CC=C1)COC1=C(C=CC=C1)/C=C/C=C/C#N ((E,E)-5-[2-(5-methyl-2-phenyl-4-oxazolylmethoxy)phenyl]-2,4-pentadienenitrile), [N-]=[N+]=[N-].[Na+].[Cl-].[NH4+] (sodium azide ammonium chloride). Product: CC1=C(N=C(O1)C1=CC=CC=C1)COC1=C(C=CC=C1)C=CC=CC1=NN=NN1 (5-[4-[2-(5-methyl-2-phenyl-4-oxazolylmethoxy)phenyl]-1,3-butadien-1-yl]tetrazole). As a reaction SMILES: [CH3:1][C:2]1[O:6][C:5]([C:7]2[CH:12]=[CH:11][CH:10]=[CH:9][CH:8]=2)=[N:4][C:3]=1[CH2:13][O:14][C:15]1[CH:20]=[CH:19][CH:18]=[CH:17][C:16]=1/[CH:21]=[CH:22]/[CH:23]=[CH:24]/[C:25]#[N:26].[N-:27]=[N+:28]=[N-:29].[Na+].[Cl-].[NH4+]>>[CH3:1][C:2]1[O:6][C:5]([C:7]2[CH:8]=[CH:9][CH:10]=[CH:11][CH:12]=2)=[N:4][C:3]=1[CH2:13][O:14][C:15]1[CH:20]=[CH:19][CH:18]=[CH:17][C:16]=1[CH:21]=[CH:22][CH:23]=[CH:24][C:25]1[NH:29][N:28]=[N:27][N:26]=1 |f:1.2.3.4|. Procedure: According to the method described for Example 1, (E,E)-5-[2-(5-methyl-2-phenyl-4-oxazolylmethoxy)phenyl]-2,4-pentadienenitrile was allowed to react with sodium azide-ammonium chloride to give 5-[4-[2-(5-methyl-2-phenyl-4-oxazolylmethoxy)phenyl]-1,3-butadien-1-yl]tetrazole. Recrystallization from dichloromethane-methanol gave colorless prisms, m.p.192°-193° C.